This data is from the Open Reaction Database (ORD), a public repository of structured organic reaction records. The task is: describe an organic reaction: reactants, conditions, products, and yield The product is ClC1=CC(=C(C=C1OC)NC1=NC(=NC=C1F)NC1=CC(=CC=C1)O)OC (N4-(4-chloro-2,5-dimethoxyphenyl)-5-fluoro-N2-(3-hydroxyphenyl)-2,4-primidinediamine). Reported procedure: In like manner to the preparation of N4-(3-chloro-4-trifluoromethoxyphenyl)-5-fluoro-N2-(3-hydroxyphenyl)-2,4-pyrimidineamine, the reaction of 3-hydroxyaniline with 2-chloro-N4-(4-chloro-2,5-dimethoxyphenyl)-5-fluoro-4-pyrimidineamine gave N4-(4-chloro-2,5-dimethoxyphenyl)-5-fluoro-N2-(3-hydroxyphenyl)-2,4-primidinediamine. 1H NMR (CD3OD): δ 7.96 (d, 1H, J=4.8 Hz), 7.66 (s, 1H), 7.13 (s, 1H), 7.07 (t, 1H, J=8.7Hz), 8.86 (m, 2H), 6.57 (dd, 1H, J=3.2 and 8.1 Hz), 3.48 (s, 3H), 3.66 (s, 3H); 19F NM... RXN SMILES: [OH:1][C:2]1[CH:3]=[C:4]([CH:6]=[CH:7][CH:8]=1)[NH2:5].Cl[C:10]1[N:15]=[C:14]([NH:16][C:17]2[CH:22]=[C:21]([O:23][CH3:24])[C:20]([Cl:25])=[CH:19][C:18]=2[O:26][CH3:27])[C:13]([F:28])=[CH:12][N:11]=1>>[Cl:25][C:20]1[C:21]([O:23][CH3:24])=[CH:22][C:17]([NH:16][C:14]2[C:13]([F:28])=[CH:12][N:11]=[C:10]([NH:5][C:4]3[CH:6]=[CH:7][CH:8]=[C:2]([OH:1])[CH:3]=3)[N:15]=2)=[C:18]([O:26][CH3:27])[CH:19]=1. The reactants are OC=1C=C(N)C=CC1 (3-hydroxyaniline), ClC1=NC=C(C(=N1)NC1=C(C=C(C(=C1)OC)Cl)OC)F (2-chloro-N4-(4-chloro-2,5-dimethoxyphenyl)-5-fluoro-4-pyrimidineamine).